This data is from the Open Reaction Database (ORD), a public repository of structured organic reaction records. The task is: describe an organic reaction: reactants, conditions, products, and yield Reactants: OCC1=CC=2C3=C(N(C2C=C1)CC(C)(O)C=1C=NC=CC1)CCN(C3)C (1-(8-Hydroxymethyl-2-methyl-1,2,3,4-tetrahydro-pyrido[4,3-b]indol-5-yl)-2-pyridin-3-yl-propan-2-ol), C(C)N(CC)S(F)(F)F (Diethylaminosulfur trifluoride). The solvent is C(Cl)Cl (DCM), C(Cl)Cl (DCM). Conditions: temperature 0 celsius, time 45 minute. Product: FC(CN1C2=C(C=3C=C(C=CC13)CO)CN(CC2)C)(C)C=2C=NC=CC2 ([5-(2-fluoro-2-pyridin-3-yl-propyl)-2-methyl-2,3,4,5-tetrahydro-1H-pyrido[4,3-b]indol-8-yl]-methanol). Yield: 2.0%. Reaction SMILES: [OH:1][CH2:2][C:3]1[CH:11]=[CH:10][C:9]2[N:8]([CH2:12][C:13]([C:16]3[CH:17]=[N:18][CH:19]=[CH:20][CH:21]=3)(O)[CH3:14])[C:7]3[CH2:22][CH2:23][N:24]([CH3:26])[CH2:25][C:6]=3[C:5]=2[CH:4]=1.C(N(S(F)(F)[F:33])CC)C>C(Cl)Cl>[F:33][C:13]([C:16]1[CH:17]=[N:18][CH:19]=[CH:20][CH:21]=1)([CH3:14])[CH2:12][N:8]1[C:9]2[CH:10]=[CH:11][C:3]([CH2:2][OH:1])=[CH:4][C:5]=2[C:6]2[CH2:25][N:24]([CH3:26])[CH2:23][CH2:22][C:7]1=2. Reported procedure: 1-(8-Hydroxymethyl-2-methyl-1,2,3,4-tetrahydro-pyrido[4,3-b]indol-5-yl)-2-pyridin-3-yl-propan-2-ol (700 mg, 1.99 mmol) was dissolved in 70 mL DCM and cooled to 0° C. Diethylaminosulfur trifluoride (800 mg, 4.9 mmol) in DCM (5 mL) was added dropwise at the same temperature and stirred for 45 min. The reaction was monitored by TLC and LCMS. After consumption of starting material, the reaction mixture was quenched with saturated bicarbonate and extracted with DCM. The organic layer was washed with ... The reactants are ice, CS(=O)(=O)Cl (methane sulfonyl chloride), cyclohexane 1,2'-indan-4-ol methanesulfonate, C(C)(=O)NC1C2(CC3=CC=CC=C13)CCC(CC2)O (1'-acetamidospiro(cyclohexane-1,2'-indan)-4-ol), N1=CC=CC=C1 (pyridine). Solvent: O (water). The product is CS(=O)(=O)OC1CCC2(C(C3=CC=CC=C3C2)NC(C)=O)CC1 (1'-Acetamidospiro(cyclohexane-1,2'-indan)-4-ol methanesulfonate). As a reaction SMILES: [C:1]([NH:4][CH:5]1[C:13]2[C:8](=[CH:9][CH:10]=[CH:11][CH:12]=2)[CH2:7][C:6]21[CH2:18][CH2:17][CH:16]([OH:19])[CH2:15][CH2:14]2)(=[O:3])[CH3:2].N1C=CC=CC=1.[CH3:26][S:27](Cl)(=[O:29])=[O:28]>O>[CH3:26][S:27]([O:19][CH:16]1[CH2:17][CH2:18][C:6]2([CH2:7][C:8]3[C:13](=[CH:12][CH:11]=[CH:10][CH:9]=3)[CH:5]2[NH:4][C:1](=[O:3])[CH3:2])[CH2:14][CH2:15]1)(=[O:29])=[O:28]. Reported procedure: To an ice cold solution of 1.21 g. of 1'-acetamidospiro(cyclohexane-1,2'-indan)-4-ol (isomer B) [27 ] (prepared in Example 61B) in 12 ml. of pyridine, 1.2 ml. of methane sulfonyl chloride is added. After about 5 hours in the cold the mixture is poured into ice: water. The solid that precipitates is recrystallized from acetone: Skellysolve B to give 1.21 g. of 1'-acetamidospiro(cyclohexane-1,2'-indan-4-ol methanesulfonate (isomer B) [28], melting at 161° to 163° C. Starting materials: Cl (HCl), CC(C=O)(CC)CC1=CC(=CC=C1)C (2-methyl-2-(3-methylbenzyl)-butyraldehyde), [BH4-].[Na+] (sodium borohydride), [BH4-].[Na+] (sodium borohydride). Run in C(C)O (ethanol). Yields the product CC(CO)(CC)CC1=CC(=CC=C1)C (2-methyl-2-(3-methylbenzyl)-butan-1-ol). RXN SMILES: [CH3:1][C:2]([CH2:7][C:8]1[CH:13]=[CH:12][CH:11]=[C:10]([CH3:14])[CH:9]=1)([CH2:5][CH3:6])[CH:3]=[O:4].[BH4-].[Na+].Cl>C(O)C>[CH3:1][C:2]([CH2:7][C:8]1[CH:13]=[CH:12][CH:11]=[C:10]([CH3:14])[CH:9]=1)([CH2:5][CH3:6])[CH2:3][OH:4] |f:1.2|. Procedure: 29 g of 2-methyl-2-(3-methylbenzyl)-butyraldehyde (according to Example 11) were stirred for 20 hours at room temperature with 3 g of sodium borohydride in 80 ml of ethanol. Excess sodium borohydride was then decomposed with 2N HCl. After removing the ethanol, the residue was taken up in ether and extracted with water. The organic phase was extracted by shaking with 2N NaOH and water and dried with solid potassium carbonate. After removing the solvent, fractional distillation was carried out. 20... Run in C(Cl)Cl (CH2Cl2). Reaction SMILES: COC(=O)[C@H:4]([N:8]1[CH2:16][C:15]2[C:10](=[CH:11][C:12]([C:17]3[CH:22]=[CH:21][C:20]([NH:23][C:24]([NH:26][C:27]4[CH:32]=[CH:31][CH:30]=[C:29]([C:33]([F:36])([F:35])[F:34])[CH:28]=4)=[O:25])=[CH:19][CH:18]=3)=[CH:13][CH:14]=2)[C:9]1=[O:37])[CH:5]([CH3:7])C.BrC1C=C2C(CN(CCC[C:53]([O:55][CH3:56])=[O:54])C2=O)=CC=1.CC1(C)C(C)(C)OB(C2C=CC(NC(NC3C=CC=C(C(F)(F)F)C=3)=O)=CC=2)O1>C1C=CC(P(C2C=CC=CC=2)[C-]2C=CC=C2)=CC=1.C1C=CC(P(C2C=CC=CC=2)[C-]2C=CC=C2)=CC=1.Cl[Pd]Cl.[Fe+2].C(Cl)Cl>[O:37]=[C:9]1[C:10]2[C:15](=[CH:14][CH:13]=[C:12]([C:17]3[CH:18]=[CH:19][C:20]([NH:23][C:24]([NH:26][C:27]4[CH:32]=[CH:31][CH:30]=[C:29]([C:33]([F:35])([F:34])[F:36])[CH:28]=4)=[O:25])=[CH:21][CH:22]=3)[CH:11]=2)[CH2:16][N:8]1[CH2:4][CH2:5][CH2:7][C:53]([O:55][CH3:56])=[O:54] |f:3.4.5.6|. Reported procedure: The compound of example 348 was prepared analogous to compound of example 330 by reaction of the compound of example 347, compound of example 327 and Pd(dppf)Cl2: CH2Cl2. The product is O=C1N(CC2=CC=C(C=C12)C1=CC=C(C=C1)NC(=O)NC1=CC(=CC=C1)C(F)(F)F)CCCC(=O)OC (Methyl 4-(1-oxo-6-(4-(3-(3-(trifluoromethyl)phenyl)ureido)phenyl)isoindolin-2-yl)butanoate). Reagents/catalysts: C1=CC=C(C=C1)P([C-]2C=CC=C2)C3=CC=CC=C3.C1=CC=C(C=C1)P([C-]2C=CC=C2)C3=CC=CC=C3.Cl[Pd]Cl.[Fe+2] (Pd(dppf)Cl2). The reactants are COC([C@@H](C(C)C)N1C(C2=CC(=CC=C2C1)C1=CC=C(C=C1)NC(=O)NC1=CC(=CC=C1)C(F)(F)F)=O)=O ((R)-Methyl-3-methyl-2-(1-oxo-6-(4-(3-(3-(trifluoromethyl)phenyl)ureido)phenyl)isoindolin-2-yl)butanoate), BrC1=CC=C2CN(C(C2=C1)=O)CCCC(=O)OC (Methyl 4-(6-bromo-1-oxoisoindolin-2-yl)butanoate), CC1(OB(OC1(C)C)C1=CC=C(C=C1)NC(=O)NC1=CC(=CC=C1)C(F)(F)F)C (1-(4-(4,4,5,5-Tetramethyl-1,3,2-dioxaborolan-2-yl)phenyl)-3-(3-(trifluoromethyl)phenyl)urea). The reactants are COC(=O)C(Cc1ccc(OCCOc2ccc3c(c2)C(C)(C)CCC3(C)C)cc1)C(=O)O, CCOC(C)=O, N, O=S(Cl)Cl, c1ccccc1. Product: COC(=O)C(Cc1ccc(OCCOc2ccc3c(c2)C(C)(C)CCC3(C)C)cc1)C(N)=O. RXN SMILES: [CH3:1][O:2][C:3](=[O:4])[CH:5]([C:6](=[O:7])[OH:8])[CH2:9][c:10]1[cH:11][cH:12][c:13]([O:16][CH2:17][CH2:18][O:19][c:20]2[cH:21][c:22]3[c:27]([cH:28][cH:29]2)[C:26]([CH3:30])([CH3:31])[CH2:25][CH2:24][C:23]3([CH3:32])[CH3:33])[cH:14][cH:15]1.[CH3:45][CH2:46][O:47][C:48](=[O:49])[CH3:50].[NH3:38].[S:34]([Cl:35])([Cl:36])=[O:37].[cH:39]1[cH:40][cH:41][cH:42][cH:43][cH:44]1>>[CH3:1][O:2][C:3](=[O:4])[CH:5]([C:6](=[O:7])[NH2:38])[CH2:9][c:10]1[cH:11][cH:12][c:13]([O:16][CH2:17][CH2:18][O:19][c:20]2[cH:21][c:22]3[c:27]([cH:28][cH:29]2)[C:26]([CH3:30])([CH3:31])[CH2:25][CH2:24][C:23]3([CH3:32])[CH3:33])[cH:14][cH:15]1. Reactants: NC=1C=CC(=C(C1)[C@]1(N=C(OCC1(F)F)N)C)F ((R)-4-(5-amino-2-fluoro-phenyl)-5,5-difluoro-4-methyl-5,6-dihydro-4H-[1,3]oxazin-2-ylamine), FCOC=1C=CC(=NC1)C(=O)O (5-fluoromethoxy-pyridine-2-carboxylic acid). The product is NC=1OCC([C@@](N1)(C)C=1C=C(C=CC1F)NC(=O)C1=NC=C(C=C1)OCF)(F)F (5-Fluoromethoxy-pyridine-2-carboxylic acid [3-((R)-2-amino-5,5-difluoro-4-methyl-5,6-dihydro-4H-[1,3]oxazin-4-yl)-4-fluoro-phenyl]-amide). Reaction SMILES: [NH2:1][C:2]1[CH:3]=[CH:4][C:5]([F:18])=[C:6]([C@:8]2([CH3:17])[C:13]([F:15])([F:14])[CH2:12][O:11][C:10]([NH2:16])=[N:9]2)[CH:7]=1.[F:19][CH2:20][O:21][C:22]1[CH:23]=[CH:24][C:25]([C:28](O)=[O:29])=[N:26][CH:27]=1>>[NH2:16][C:10]1[O:11][CH2:12][C:13]([F:14])([F:15])[C@:8]([C:6]2[CH:7]=[C:2]([NH:1][C:28]([C:25]3[CH:24]=[CH:23][C:22]([O:21][CH2:20][F:19])=[CH:27][N:26]=3)=[O:29])[CH:3]=[CH:4][C:5]=2[F:18])([CH3:17])[N:9]=1. Procedure: The condensation of (R)-4-(5-amino-2-fluoro-phenyl)-5,5-difluoro-4-methyl-5,6-dihydro-4H-[1,3]oxazin-2-ylamine (intermediate XI-1) and 5-fluoromethoxy-pyridine-2-carboxylic acid (CAS1174321-03-9, WO2009091016) following procedure I yielded the title compound as a colorless oil. MS (ISP): m/z=413.3 [M+H]+. Reactants: CC(C)(C)OC(=O)NCC(=O)O (t-Boc-glycine), Cl.COC([C@@H](N)CC1=CC=CC=C1)=O (L-phenylalanine methyl ester hydrochloride), C(C)OC(=O)N1C(C=CC2=CC=CC=C12)OCC (N-ethoxycarbonyl-2-ethoxy-1,2-dihydroquinoline). The solvent is C(Cl)Cl (CH2Cl2). The product is COC([C@@H](NC(CNC(=O)OC(C)(C)C)=O)CC1=CC=CC=C1)=O (N-[N-(t-Butoxycarbonyl)glycyl]-L-phenylalanine methyl ester). Reaction SMILES: [CH3:1][C:2]([O:5][C:6]([NH:8][CH2:9][C:10]([OH:12])=O)=[O:7])([CH3:4])[CH3:3].Cl.[CH3:14][O:15][C:16](=[O:26])[C@H:17]([CH2:19][C:20]1[CH:25]=[CH:24][CH:23]=[CH:22][CH:21]=1)[NH2:18].C(OC(N1C2C(=CC=CC=2)C=CC1OCC)=O)C>C(Cl)Cl>[CH3:14][O:15][C:16](=[O:26])[C@H:17]([CH2:19][C:20]1[CH:25]=[CH:24][CH:23]=[CH:22][CH:21]=1)[NH:18][C:10](=[O:12])[CH2:9][NH:8][C:6]([O:5][C:2]([CH3:1])([CH3:3])[CH3:4])=[O:7] |f:1.2|. Reported procedure: t-Boc-glycine (1.75 g, 1.00×10-2 mole), L-phenylalanine methyl ester hydrochloride (2.16 g, 1.00×10-2 mole), and N-ethoxycarbonyl-2-ethoxy-1,2-dihydroquinoline (2.47 g, 1.00×10-2 mole), and CH2Cl2 (50 ml) are stirred at room temperature for 16 hours. The reaction mixture is then washed in turn with 0.5 M aqueous HCl (2 times) and saturated aqueous NaHCO3 before being dried over Na2SO4. Filtration of the drying agent and evaporation of the filtrate gives 6a as an extremely viscous, almost colorle... The reactants are C1CCC2=NCCCN2CC1, CN(C)CCO, COCCOC, CS(=O)(=O)c1nc(N)nc(-c2ccco2)c1C#N. Yields the product CN(C)CCOc1nc(N)nc(-c2ccco2)c1C#N. As a reaction SMILES: [CH2:25]1[CH2:26][CH2:27][C:28]2=[N:33][CH2:32][CH2:31][CH2:30][N:29]2[CH2:34][CH2:35]1.[CH3:19][N:20]([CH2:21][CH2:22][OH:23])[CH3:24].[CH3:36][O:37][CH2:38][CH2:39][O:40][CH3:41].[NH2:1][c:2]1[n:3][c:4]([S:15]([CH3:16])(=[O:17])=[O:18])[c:5]([C:13]#[N:14])[c:6](-[c:8]2[o:9][cH:10][cH:11][cH:12]2)[n:7]1>>[NH2:1][c:2]1[n:3][c:4]([O:23][CH2:22][CH2:21][N:20]([CH3:19])[CH3:24])[c:5]([C:13]#[N:14])[c:6](-[c:8]2[o:9][cH:10][cH:11][cH:12]2)[n:7]1. Starting materials: C(C)OC(C1=CN=C(C=C1)C)=O (6-methyl nicotinic acid ethyl ester), Cl (hydrochloric acid), C[O-].[Na+] (sodium methylate), C(C)(=O)OCC (ethyl acetate), C(C)OC(C1=CN=C(C=C1)C)=O (6-methyl nicotinic acid ethyl ester). Solvent: O (water), C1(=CC=CC=C1)C (toluene). Run at temperature 20 celsius. The product is C(C)OC(CC(C1=CN=C(C=C1)C)=O)=O (6-methyl nicotinoyl acetic acid ethyl ester). Isolated yield 33.6%. Reaction SMILES: C[O-].[Na+].C(O[C:7](=[O:15])[C:8]1[CH:13]=[CH:12][C:11]([CH3:14])=[N:10][CH:9]=1)C.[C:16]([O:19][CH2:20][CH3:21])(=[O:18])[CH3:17].Cl>O.C1(C)C=CC=CC=1>[CH2:20]([O:19][C:16](=[O:18])[CH2:17][C:7](=[O:15])[C:8]1[CH:13]=[CH:12][C:11]([CH3:14])=[N:10][CH:9]=1)[CH3:21] |f:0.1|. Reported procedure: 35.8 g (0.52 mol) of sodium methylate and 200 ml of toluene were put in a 750-ml sulfonation flask. The reaction mixture was heated to reflux temperature. A mixture of 55.7 g (0.33 mol) of 6-methyl nicotinic acid ethyl ester (produced according to Swiss Pat. No. 654 577) and 60.3 g (0.68 mol) of ethyl acetate was added drop by drop to the stirred suspension over 7 hour period. The suspension was stirred at reflux temperature for 22 hours and then cooled to 20° C. 200 ml of water and 25 ml of con... Reactants: ClCC(=O)OC=1C=C(C(=O)Cl)C=C(C1OC(CCl)=O)OC(CCl)=O (3,4,5-tris(chloroacetoxy)benzoyl chloride), ice, C1(=CC=CC=C1)C(C1=CC=CC=C1)OC(=O)C=1N2C([C@H]([C@H]2SCC1CSC1=CC(=NC=2N1N=C(N2)C(=O)OC(C2=CC=CC=C2)C2=CC=CC=C2)C)NC(\C(=N/O)\C=2N=C(SC2)NC(C2=CC=CC=C2)(C2=CC=CC=C2)C2=CC=CC=C2)=O)=O ((6R,7R)-7-[2-(2-triphenylmethylamino-4-thiazolyl)-2-(Z-hydroxyimino)acetamido]-3-[(2-diphenylmethyloxycarbonyl-5-methyl-s-triazolo[1,5-a]pyrimidin-7-yl)thiomethyl]-8-oxo-5-thia-1-azabicyclo[4.2.0]oct-2-ene-2-carboxylic acid diphenylmethyl ester), C([O-])([O-])=O.[K+].[K+] (potassium carbonate). Run in ClCCl (dichloromethane), ClCCl (dichloromethane). Conditions: temperature 0 celsius, time 30 minute. The product is C1(=CC=CC=C1)C(C1=CC=CC=C1)OC(=O)C=1N2C([C@H]([C@H]2SCC1CSC1=CC(=NC=2N1N=C(N2)C(=O)OC(C2=CC=CC=C2)C2=CC=CC=C2)C)NC(\C(=N/OC(C2=CC(=C(C(=C2)OC(CCl)=O)OC(CCl)=O)OC(CCl)=O)=O)\C=2N=C(SC2)NC(C2=CC=CC=C2)(C2=CC=CC=C2)C2=CC=CC=C2)=O)=O ((6R,7R)-7-[2-(2-triphenylmethylamino-4-thiazolyl)-2-[Z-[3,4,5-tris(chloroacetoxy)benzoyl]oxyimino]acetamido]-3-[(2-diphenylmethyloxycarbonyl-5-methyl-s-triazolo[1,5-a]pyrimidin-7-yl)thiomethyl]-8-oxo-5-thia-1-azabicyclo[4.2.0]oct-2-ene-2-carboxylic acid diphenylmethyl ester). Yield: 99.0%. As a reaction SMILES: [C:1]1([CH:7]([O:14][C:15]([C:17]2[N:18]3[C@H:21]([S:22][CH2:23][C:24]=2[CH2:25][S:26][C:27]2[N:32]4[N:33]=[C:34]([C:36]([O:38][CH:39]([C:46]5[CH:51]=[CH:50][CH:49]=[CH:48][CH:47]=5)[C:40]5[CH:45]=[CH:44][CH:43]=[CH:42][CH:41]=5)=[O:37])[N:35]=[C:31]4[N:30]=[C:29]([CH3:52])[CH:28]=2)[C@H:20]([NH:53][C:54](=[O:83])/[C:55](/[C:58]2[N:59]=[C:60]([NH:63][C:64]([C:77]4[CH:82]=[CH:81][CH:80]=[CH:79][CH:78]=4)([C:71]4[CH:76]=[CH:75][CH:74]=[CH:73][CH:72]=4)[C:65]4[CH:70]=[CH:69][CH:68]=[CH:67][CH:66]=4)[S:61][CH:62]=2)=[N:56]\[OH:57])[C:19]3=[O:84])=[O:16])[C:8]2[CH:13]=[CH:12][CH:11]=[CH:10][CH:9]=2)[CH:6]=[CH:5][CH:4]=[CH:3][CH:2]=1.C(=O)([O-])[O-].[K+].[K+].[Cl:91][CH2:92][C:93]([O:95][C:96]1[CH:97]=[C:98]([CH:102]=[C:103]([O:110][C:111](=[O:114])[CH2:112][Cl:113])[C:104]=1[O:105][C:106](=[O:109])[CH2:107][Cl:108])[C:99](Cl)=[O:100])=[O:94]>ClCCl>[C:1]1([CH:7]([O:14][C:15]([C:17]2[N:18]3[C@H:21]([S:22][CH2:23][C:24]=2[CH2:25][S:26][C:27]2[N:32]4[N:33]=[C:34]([C:36]([O:38][CH:39]([C:40]5[CH:45]=[CH:44][CH:43]=[CH:42][CH:41]=5)[C:46]5[CH:51]=[CH:50][CH:49]=[CH:48][CH:47]=5)=[O:37])[N:35]=[C:31]4[N:30]=[C:29]([CH3:52])[CH:28]=2)[C@H:20]([NH:53][C:54](=[O:83])/[C:55](/[C:58]2[N:59]=[C:60]([NH:63][C:64]([C:71]4[CH:76]=[CH:75][CH:74]=[CH:73][CH:72]=4)([C:77]4[CH:78]=[CH:79][CH:80]=[CH:81][CH:82]=4)[C:65]4[CH:66]=[CH:67][CH:68]=[CH:69][CH:70]=4)[S:61][CH:62]=2)=[N:56]\[O:57][C:99](=[O:100])[C:98]2[CH:97]=[C:96]([O:95][C:93](=[O:94])[CH2:92][Cl:91])[C:104]([O:105][C:106](=[O:109])[CH2:107][Cl:108])=[C:103]([O:110][C:111](=[O:114])[CH2:112][Cl:113])[CH:102]=2)[C:19]3=[O:84])=[O:16])[C:8]2[CH:13]=[CH:12][CH:11]=[CH:10][CH:9]=2)[CH:2]=[CH:3][CH:4]=[CH:5][CH:6]=1 |f:1.2.3|. Procedure: To an ice-cooled solution of (6R,7R)-7-[2-(2-triphenylmethylamino-4-thiazolyl)-2-(Z-hydroxyimino)acetamido]-3-[(2-diphenylmethyloxycarbonyl-5-methyl-s-triazolo[1,5-a]pyrimidin-7-yl)thiomethyl]-8-oxo-5-thia-1-azabicyclo[4.2.0]oct-2-ene-2-carboxylic acid diphenylmethyl ester (0.7 g) in dry dichloromethane (17 ml) was added potassium carbonate (0.1 g) all at once, followed by dropwise addition of a solution of 3,4,5-tris(chloroacetoxy)benzoyl chloride (0.376 g) in dry dichloromethane (10 ml) over a...